Dataset: the Open Reaction Database (ORD), a public repository of structured organic reaction records. Task: describe an organic reaction: reactants, conditions, products, and yield Reactants: C(C)(=O)C=1C=NC2=CC=C(C=C2C1NC=1C=CC(=NC1)N1CC(CCC1)NC(OC(C)(C)C)=O)C1=CC(=C(C(=C1)F)O)Cl (tert-butyl 1-(5-(3-acetyl-6-(3-chloro-5-fluoro-4-hydroxyphenyl)quinolin-4-ylamino)pyridin-2-yl)piperidin-3-ylcarbamate), Cl (HCl). The solvent is ClCCl (dichloromethane), C(C)OCC (diethyl ether). Run at time 16 hour. The product is NC1CN(CCC1)C1=CC=C(C=N1)NC1=C(C=NC2=CC=C(C=C12)C1=CC(=C(C(=C1)F)O)Cl)C(C)=O (1-(4-(6-(3-aminopiperidin-1-yl)pyridin-3-ylamino)-6-(3-chloro-5-fluoro-4-hydroxyphenyl)quinolin-3-yl)ethanone). The yield is 44.9%. Reaction SMILES: [C:1]([C:4]1[CH:5]=[N:6][C:7]2[C:12]([C:13]=1[NH:14][C:15]1[CH:16]=[CH:17][C:18]([N:21]3[CH2:26][CH2:25][CH2:24][CH:23]([NH:27]C(=O)OC(C)(C)C)[CH2:22]3)=[N:19][CH:20]=1)=[CH:11][C:10]([C:35]1[CH:40]=[C:39]([F:41])[C:38]([OH:42])=[C:37]([Cl:43])[CH:36]=1)=[CH:9][CH:8]=2)(=[O:3])[CH3:2].Cl>ClCCl.C(OCC)C>[NH2:27][CH:23]1[CH2:24][CH2:25][CH2:26][N:21]([C:18]2[N:19]=[CH:20][C:15]([NH:14][C:13]3[C:12]4[C:7](=[CH:8][CH:9]=[C:10]([C:35]5[CH:40]=[C:39]([F:41])[C:38]([OH:42])=[C:37]([Cl:43])[CH:36]=5)[CH:11]=4)[N:6]=[CH:5][C:4]=3[C:1](=[O:3])[CH3:2])=[CH:16][CH:17]=2)[CH2:22]1. Procedure details: tert-butyl 1-(5-(3-acetyl-6-(3-chloro-5-fluoro-4-hydroxyphenyl)quinolin-4-ylamino)pyridin-2-yl)piperidin-3-ylcarbamate (80 mg, 0.132 mmol) was dissolved in dichloromethane (5 mL). To this solution was added a 2.0 M HCl solution in diethyl ether (2 mL) the mixture was stirred for 16 h at room temperature where a precipitate formed. The precipitate was filtered off, washed with dichloromethane (10 mL), dried under vacuum to obtain the desired product as the HCl salt (30 mg, 45%) as a yellow-orange... RXN SMILES: C([O:3][C:4](=[O:27])[C:5]([Cl:26])([Cl:25])[CH2:6][CH2:7][CH2:8][CH2:9][CH2:10][CH2:11][CH2:12][CH2:13][CH2:14][CH2:15][CH2:16][CH2:17][S:18][C:19]1[CH:24]=[CH:23][CH:22]=[CH:21][CH:20]=1)C.[OH-].[K+].Cl>C(O)C.C(O)C.O>[Cl:26][C:5]([Cl:25])([CH2:6][CH2:7][CH2:8][CH2:9][CH2:10][CH2:11][CH2:12][CH2:13][CH2:14][CH2:15][CH2:16][CH2:17][S:18][C:19]1[CH:20]=[CH:21][CH:22]=[CH:23][CH:24]=1)[C:4]([OH:27])=[O:3] |f:1.2,5.6|. Procedure details: 1.5 g (3.5 mmol) 76 was dissolved in 3.8 ml ethanol and admixed with 3.8 ml 1 N KOH. The precipitate that formed after a short time was dissolved in 20 ml ethanol/water 1:1. 1 ml 1 N KOH was added after 5 h and it was stirred for a further 6 h. After acidifying with 2 N HCl it was extracted with ether, dried over magnesium sulfate and the solvent was removed. 1.18 g (92%) 24 was obtained as colourless crystals of melting point 74° C. Starting materials: [OH-].[K+] (KOH), Cl (HCl), C(C)OC(C(CCCCCCCCCCCCSC1=CC=CC=C1)(Cl)Cl)=O (2,2-Dichloro-14-phenylsulfenyl-tetradecanoic acid ethyl ester), [OH-].[K+] (KOH). Yields the product ClC(C(=O)O)(CCCCCCCCCCCCSC1=CC=CC=C1)Cl (2,2-Dichloro-14-phenylsulfenyl-tetradecanoic acid). The yield is 83.2%. Solvent: C(C)O (ethanol), C(C)O.O (ethanol water). Run at time 6 hour. Starting materials: IC1=CN=C(N1)C (5-iodo-2-methyl-1H-imidazole), BrCC(F)F (2-bromo-1,1-difluoroethane). The product is FC(CN1C(=NC(=C1)I)C)F (1-(2,2-Difluoro-ethyl)-4-iodo-2-methyl-1H-imidazole). Reaction SMILES: [I:1][C:2]1[NH:6][C:5]([CH3:7])=[N:4][CH:3]=1.Br[CH2:9][CH:10]([F:12])[F:11]>>[F:11][CH:10]([F:12])[CH2:9][N:4]1[CH:3]=[C:2]([I:1])[N:6]=[C:5]1[CH3:7]. Procedure details: The title compound, MS: m/e=273.0 (M+H+), was prepared in accordance with the general method of example 1 from 5-iodo-2-methyl-1H-imidazole and 2-bromo-1,1-difluoroethane.